From a dataset of the Open Reaction Database (ORD), a public repository of structured organic reaction records. describe an organic reaction: reactants, conditions, products, and yield Reactants: C(C)(=O)NC=1SC2=C(N1)C(=CC=C2)OC2=CC(=NC=N2)C2=C(C=C(C=C2)C(F)(F)F)NC(=O)[C@H]2N[C@H](CC2)C2=CC=CC=C2 ((2S,5R)-N-(2-(6-(2-Acetamidobenzo[d]thiazol-4-yloxy)pyrimidin-4-yl)-5-(trifluoromethyl)phenyl)-5-phenylpyrrolidine-2-carboxamide), CC(=O)C (acetone). Product: C(C)(=O)NC=1SC2=C(N1)C(=CC=C2)OC2=CC(=NC=N2)C2=C(C=C(C=C2)C(F)(F)F)NC(=O)[C@H]2N([C@H](CC2)C2=CC=CC=C2)C(C)C ((2S,5R)-N-(2-(6-(2-Acetamidobenzo[d]thiazol-4-yloxy)pyrimidin-4-yl)-5-(trifluoromethyl)phenyl)-1-isopropyl-5-phenylpyrrolidine-2-carboxamide). Yield: 78.0%. Reaction SMILES: [C:1]([NH:4][C:5]1[S:6][C:7]2[CH:13]=[CH:12][CH:11]=[C:10]([O:14][C:15]3[N:20]=[CH:19][N:18]=[C:17]([C:21]4[CH:26]=[CH:25][C:24]([C:27]([F:30])([F:29])[F:28])=[CH:23][C:22]=4[NH:31][C:32]([C@@H:34]4[CH2:38][CH2:37][C@H:36]([C:39]5[CH:44]=[CH:43][CH:42]=[CH:41][CH:40]=5)[NH:35]4)=[O:33])[CH:16]=3)[C:8]=2[N:9]=1)(=[O:3])[CH3:2].[CH3:45][C:46]([CH3:48])=O>>[C:1]([NH:4][C:5]1[S:6][C:7]2[CH:13]=[CH:12][CH:11]=[C:10]([O:14][C:15]3[N:20]=[CH:19][N:18]=[C:17]([C:21]4[CH:26]=[CH:25][C:24]([C:27]([F:28])([F:29])[F:30])=[CH:23][C:22]=4[NH:31][C:32]([C@@H:34]4[CH2:38][CH2:37][C@H:36]([C:39]5[CH:44]=[CH:43][CH:42]=[CH:41][CH:40]=5)[N:35]4[CH:46]([CH3:48])[CH3:45])=[O:33])[CH:16]=3)[C:8]=2[N:9]=1)(=[O:3])[CH3:2]. Procedure details: (2S,5R)-N-(2-(6-(2-Acetamidobenzo[d]thiazol-4-yloxy)pyrimidin-4-yl)-5-(trifluoromethyl)phenyl)-5-phenylpyrrolidine-2-carboxamide, Example 60, (62 mg, 0.1 mmol) was reacted with acetone (0.009 mL, 0.12 mmol) under the conditions of Example 3(d) to give the title compound as a white solid (51 mg, 78%). MS (ESI, pos. ion.) m/z: 661 (M+1). The reactants are BrC=1C(=NC=C(C(=O)NC2=CC=C(C=C2)OC(C)(F)F)C1)N1C[C@@H](CC1)O ((R)-5-bromo-N-(4-(1,1-difluoroethoxy)phenyl)-6-(3-hydroxypyrrolidin-1-yl)nicotinamide), N1=CN=CC(=C1)B(O)O (pyrimidin-5-ylboronic acid). Yields the product FC(C)(OC1=CC=C(C=C1)NC(C1=CN=C(C(=C1)C=1C=NC=NC1)N1C[C@@H](CC1)O)=O)F ((R)—N-(4-(1,1-Difluoroethoxy)phenyl)-6-(3-hydroxypyrrolidin-1-yl)-5-(pyrimidin-5-yl)nicotinamide). As a reaction SMILES: Br[C:2]1[C:3]([N:22]2[CH2:26][CH2:25][C@@H:24]([OH:27])[CH2:23]2)=[N:4][CH:5]=[C:6]([CH:21]=1)[C:7]([NH:9][C:10]1[CH:15]=[CH:14][C:13]([O:16][C:17]([F:20])([F:19])[CH3:18])=[CH:12][CH:11]=1)=[O:8].[N:28]1[CH:33]=[C:32](B(O)O)[CH:31]=[N:30][CH:29]=1>>[F:19][C:17]([F:20])([O:16][C:13]1[CH:14]=[CH:15][C:10]([NH:9][C:7](=[O:8])[C:6]2[CH:21]=[C:2]([C:32]3[CH:33]=[N:28][CH:29]=[N:30][CH:31]=3)[C:3]([N:22]3[CH2:26][CH2:25][C@@H:24]([OH:27])[CH2:23]3)=[N:4][CH:5]=2)=[CH:11][CH:12]=1)[CH3:18]. Procedure: The title compound was prepared in an analogous fashion to that described in Example 185 using (R)-5-bromo-N-(4-(1,1-difluoroethoxy)phenyl)-6-(3-hydroxypyrrolidin-1-yl)nicotinamide (Stage 215.1) and pyrimidin-5-ylboronic acid to afford an off-white foam. HPLC (Condition 4) tR=4.28 min, UPLC-MS (Condition 3) tR=0.84 min, m/z=442.4 [M+H]+; 1H-NMR (400 MHz, DMSO-d6) δ ppm 1.74 (m, J=4.30 Hz, 1H) 1.81-1.99 (m, 4H) 2.87 (d, J=11.34 Hz, 1H) 3.21 (m, J=11.30, 4.70 Hz, 2H) 3.37 (m, J=7.00 Hz, 1H) 4.15-4...